From a dataset of the Open Reaction Database (ORD), a public repository of structured organic reaction records. describe an organic reaction: reactants, conditions, products, and yield Starting materials: CC1=C(C(=O)NC2=CC=C(C(=O)Cl)C=C2)C=CC=C1 (4-[(2-methylbenzoyl)amino]benzoyl chloride), ClC=1C=CC2=C(CNC3=C(O2)C=CC=C3)C1 (2-chloro-10,11-dihydrodibenz[b,f] [1,4]oxazepine), Cl (HCl). The solvent is N1=CC=CC=C1 (pyridine). Run at time 1 hour. Product: ClC=1C=CC2=C(CN(C3=C(O2)C=CC=C3)C(=O)C3=CC=C(C=C3)NC(C3=C(C=CC=C3)C)=O)C1 (N-[4-[(2-Chlorodibenz[b,f] [1,4]oxazepin-10(11H)-yl)carbonyl]phenyl]-2-methylbenzamide). Isolated yield 51.2%. RXN SMILES: [Cl:1][C:2]1[CH:3]=[CH:4][C:5]2[O:11][C:10]3[CH:12]=[CH:13][CH:14]=[CH:15][C:9]=3[NH:8][CH2:7][C:6]=2[CH:16]=1.[CH3:17][C:18]1[CH:35]=[CH:34][CH:33]=[CH:32][C:19]=1[C:20]([NH:22][C:23]1[CH:31]=[CH:30][C:26]([C:27](Cl)=[O:28])=[CH:25][CH:24]=1)=[O:21].Cl>N1C=CC=CC=1>[Cl:1][C:2]1[CH:3]=[CH:4][C:5]2[O:11][C:10]3[CH:12]=[CH:13][CH:14]=[CH:15][C:9]=3[N:8]([C:27]([C:26]3[CH:25]=[CH:24][C:23]([NH:22][C:20](=[O:21])[C:19]4[CH:32]=[CH:33][CH:34]=[CH:35][C:18]=4[CH3:17])=[CH:31][CH:30]=3)=[O:28])[CH2:7][C:6]=2[CH:16]=1. Procedure details: To a mixture of 0.229 g (1.0 mmol) of 2-chloro-10,11-dihydrodibenz[b,f] [1,4]oxazepine in 1.0 ml of pyridine under nitrogen is added 0.30 g (1.1 mmol) of 4-[(2-methylbenzoyl)amino]benzoyl chloride. The mixture is stirred at room temperature for 1 hour, heated on a steam bath for 5 minutes and 8 ml of 2N HCl added. The mixture is extracted with ethyl acetate and the extract washed three times with 1 ml of 1N sodium bicarbonate. The organic layer is dried (MgSO4) and the solvent removed. The resid...